Dataset: the Open Reaction Database (ORD), a public repository of structured organic reaction records. Task: describe an organic reaction: reactants, conditions, products, and yield Starting materials: OC1=CC=C2CCCC(C2=C1)=O (7-hydroxy-3,4-dihydronaphthalen-1(2H)-one), C([O-])([O-])=O.[Cs+].[Cs+] (caesium carbonate), IC(C)C (2-iodopropane). Solvent: C(C)#N (acetonitrile). Conditions: temperature 80 celsius. The product is CC(C)OC1=CC=C2CCCC(C2=C1)=O (7-(propan-2-yloxy)-3,4-dihydronaphthalen-1(2H)-one). As a reaction SMILES: [OH:1][C:2]1[CH:11]=[C:10]2[C:5]([CH2:6][CH2:7][CH2:8][C:9]2=[O:12])=[CH:4][CH:3]=1.C(=O)([O-])[O-].[Cs+].[Cs+].I[CH:20]([CH3:22])[CH3:21]>C(#N)C>[CH3:21][CH:20]([O:1][C:2]1[CH:11]=[C:10]2[C:5]([CH2:6][CH2:7][CH2:8][C:9]2=[O:12])=[CH:4][CH:3]=1)[CH3:22] |f:1.2.3|. Procedure details: A suspension of 2.0 g of 7-hydroxy-3,4-dihydronaphthalen-1(2H)-one, 4.04 g of caesium carbonate and 3.15 ml of 2-iodopropane in 23 ml of acetonitrile is heated for 1 hour at 80° C. The reaction medium is brought back to ambient temperature and then evaporated to dryness. The residue is taken up with 100 ml of water and 100 ml of ethyl acetate. The organic phase is dried over magnesium sulfate, filtered and evaporated under reduced pressure, so as to obtain 2.24 g of 7-(propan-2-yloxy)-3,4-dihydr... The reactants are CC(=O)OC(C)=O, Cc1ccccc1, CCOC(=O)CC1CCNCC1. Product: CCOC(=O)CC1CCN(C(C)=O)CC1. Reaction SMILES: [C:1]([CH3:2])(=[O:3])[O:4][C:5](=[O:6])[CH3:7].[CH3:20][c:21]1[cH:22][cH:23][cH:24][cH:25][cH:26]1.[NH:8]1[CH2:9][CH2:10][CH:11]([CH2:14][C:15](=[O:16])[O:17][CH2:18][CH3:19])[CH2:12][CH2:13]1>>[C:1]([CH3:2])(=[O:3])[N:8]1[CH2:9][CH2:10][CH:11]([CH2:14][C:15](=[O:16])[O:17][CH2:18][CH3:19])[CH2:12][CH2:13]1. Product: Nc1ccc(Cl)c(C(=O)O)c1Cl. Reactants: C1CCOC1, [Cl-], O=C(O)c1c(Cl)ccc([N+](=O)[O-])c1Cl, [NH4+], [Zn]. As a reaction SMILES: [CH2:17]1[O:18][CH2:19][CH2:20][CH2:21]1.[Cl-:15].[Cl:1][c:2]1[c:3]([C:4](=[O:5])[OH:6])[c:7]([Cl:14])[cH:8][cH:9][c:10]1[N+:11]([O-:12])=[O:13].[NH4+:16].[Zn:22]>>[Cl:1][c:2]1[c:3]([C:4](=[O:5])[OH:6])[c:7]([Cl:14])[cH:8][cH:9][c:10]1[NH2:11]. The reactants are NCc1ccc(Br)cc1F, COc1cc(SC)ccc1C(=O)O, CN(C)C=O, CCN(C(C)C)C(C)C, O=C(Cl)C(=O)Cl, ClCCl, Cl. Yields the product COc1cc(SC)ccc1C(=O)NCc1ccc(Br)cc1F. As a reaction SMILES: [Br:30][c:31]1[cH:32][c:33]([F:39])[c:34]([CH2:35][NH2:36])[cH:37][cH:38]1.[CH3:1][O:2][c:3]1[c:4]([C:5](=[O:6])[OH:7])[cH:8][cH:9][c:10]([S:12][CH3:13])[cH:11]1.[CH3:43][N:44]([CH3:45])[CH:46]=[O:47].[CH:20]([N:21]([CH2:22][CH3:23])[CH:24]([CH3:25])[CH3:26])([CH3:27])[CH3:28].[Cl:14][C:15]([C:16]([Cl:17])=[O:18])=[O:19].[Cl:40][CH2:41][Cl:42].[ClH:29]>>[CH3:1][O:2][c:3]1[c:4]([C:5](=[O:7])[NH:36][CH2:35][c:34]2[c:33]([F:39])[cH:32][c:31]([Br:30])[cH:38][cH:37]2)[cH:8][cH:9][c:10]([S:12][CH3:13])[cH:11]1. The reactants are C[Al](C)C (trimethylaluminium), ice, ClCCCl (1,2-dichloroethane), C(CC#C)C1=C(C(=C(C(=C1OC)C)C)OC)C (1-(3-butynyl)-3,6-dimethoxy-2,4,5-trimethylbenzene), C(CCC)[Li] (n-butyllithium), C=O (paraformaldehyde), ClCCCl (1,2-dichloroethane). The reagents and catalysts are [Cl-].[Cl-].[CH-]1C=CC=C1.[CH-]1C=CC=C1.[Zr+2] (zirconocene dichloride). Run in C1CCOC1 (THF). Run at temperature 50 celsius, time 20 hour. Yields the product COC1=C(C(=C(C(=C1C)C)OC)C)CC/C(=C/CO)/C ((E)-5-(2,5-dimethoxy-3,4,6-trimethylphenyl)-3-methyl-2-penten-1-ol). Reaction SMILES: C[Al](C)C.[CH2:5]([C:9]1[C:14]([O:15][CH3:16])=[C:13]([CH3:17])[C:12]([CH3:18])=[C:11]([O:19][CH3:20])[C:10]=1[CH3:21])[CH2:6]C#C.C([Li])C[CH2:24][CH3:25].C=[O:28].Cl[CH2:30][CH2:31]Cl>C1COCC1.[Cl-].[Cl-].[CH-]1C=CC=C1.[CH-]1C=CC=C1.[Zr+2]>[CH3:16][O:15][C:14]1[C:13]([CH3:17])=[C:12]([CH3:18])[C:11]([O:19][CH3:20])=[C:10]([CH3:21])[C:9]=1[CH2:5][CH2:6]/[C:30](/[CH3:31])=[CH:25]/[CH2:24][OH:28] |f:6.7.8.9.10|. Reported procedure: A suspension of zirconocene dichloride (2.61 g; 8.9 mmol) in 1,2-dichloroethane was treated firstly with trimethylaluminium (10.9 ml; 114 mmol), then with a solution of 1-(3-butynyl)-3,6-dimethoxy-2,4,5-trimethylbenzene (10.6 g; 45.7 mmol) in 1,2-dichloroethane (60 ml). The mixture was heated to 50° C. for 46 hours, thereafter cooled to -40°, diluted with THF (20 ml), treated with 40 ml of a 1.6 molar n-butyllithium solution (in hexane) and finally with 4.37 g of paraformaldehyde. The resulting ... The reactants are CC=1C(=NC=C(C1)C)N1CCN(CC1)C(=O)C=1C=CC(=NC1)N1C(OC[C@H]1CO)=O ((R)-3-{5-[4-(3,5-dimethylpyridin-2-yl)piperazine-1-carbonyl]pyridin-2-yl}-4-hydroxymethyloxazolidin-2-one), CI (methyl iodide). The product is CC=1C(=NC=C(C1)C)N1CCN(CC1)C(=O)C=1C=CC(=NC1)N1C(OC[C@H]1COC)=O ((R)-3-{5-[4-(3,5-dimethylpyridin-2-yl)piperazine-1-carbonyl]pyridin-2-yl}-4-methoxymethyloxazolidin-2-one). Reaction SMILES: [CH3:1][C:2]1[C:3]([N:9]2[CH2:14][CH2:13][N:12]([C:15]([C:17]3[CH:18]=[CH:19][C:20]([N:23]4[C@H:27]([CH2:28][OH:29])[CH2:26][O:25][C:24]4=[O:30])=[N:21][CH:22]=3)=[O:16])[CH2:11][CH2:10]2)=[N:4][CH:5]=[C:6]([CH3:8])[CH:7]=1.[CH3:31]I>>[CH3:1][C:2]1[C:3]([N:9]2[CH2:10][CH2:11][N:12]([C:15]([C:17]3[CH:18]=[CH:19][C:20]([N:23]4[C@H:27]([CH2:28][O:29][CH3:31])[CH2:26][O:25][C:24]4=[O:30])=[N:21][CH:22]=3)=[O:16])[CH2:13][CH2:14]2)=[N:4][CH:5]=[C:6]([CH3:8])[CH:7]=1. Reported procedure: By reaction and treatment in the same manner as in Example 73 and using (R)-3-{5-[4-(3,5-dimethylpyridin-2-yl)piperazine-1-carbonyl]pyridin-2-yl}-4-hydroxymethyloxazolidin-2-one (340 mg) described in Example 246 and methyl iodide (62 μL), the title compound (157 mg) was obtained. Starting materials: CC(CC)SC1=CC=C(C=C1)O (4-(1-methylpropylthio)phenol), O (Water), C1(OCCO1)=O (ethylene carbonate), C([O-])([O-])=O.[K+].[K+] (potassium carbonate). The solvent is CN(C)C=O (DMF), CN(C)C=O (DMF). Yields the product CC(CC)SC1=CC=C(OCCO)C=C1 (2-[4-(1-methylpropylthio)phenoxy]ethanol). RXN SMILES: [C:1]1(=O)[O:5][CH2:4][CH2:3][O:2]1.C(=O)([O-])[O-].[K+].[K+].[CH3:13][CH:14]([S:17][C:18]1[CH:23]=[CH:22]C(O)=[CH:20][CH:19]=1)[CH2:15][CH3:16].O>CN(C=O)C>[CH3:13][CH:14]([S:17][C:18]1[CH:23]=[CH:22][C:1]([O:2][CH2:3][CH2:4][OH:5])=[CH:20][CH:19]=1)[CH2:15][CH3:16] |f:1.2.3|. Reported procedure: A mixture of ethylene carbonate (41.08 g, 460.0 mmol) and potassium carbonate (63.57 g, 460.0 mmol) in 100 ml of DMF is heated to 110° and 4-(1-methylpropylthio)phenol (40.19 g, 230.0 mmol) in 100 ml DMF is slowly added dropwise with stirring. The mixture is stirred at 100° for 8 hours. Water is added to the cooled reaction mixture and the aqueous phase is extracted with ether. The combined organic layers are washed with 5% NaOH, with water and with brine, dried and the solvent removed to give 2...